From a dataset of the Open Reaction Database (ORD), a public repository of structured organic reaction records. describe an organic reaction: reactants, conditions, products, and yield The reactants are CCOC(=O)C(C)C1(C)OCCO1, [K+], C1COCCO1, [OH-], O, O. The product is CC(C(=O)O)C1(C)OCCO1. Reaction SMILES: [CH2:1]([CH3:2])[O:3][C:4]([CH:5]([CH3:6])[C:7]1([CH3:12])[O:8][CH2:9][CH2:10][O:11]1)=[O:13].[K+:22].[O:15]1[CH2:16][CH2:17][O:18][CH2:19][CH2:20]1.[OH-:21].[OH2:14].[OH2:23]>>[O:3]=[C:4]([CH:5]([CH3:6])[C:7]1([CH3:12])[O:8][CH2:9][CH2:10][O:11]1)[OH:13]. Starting materials: CC1=CC=C(C=C1)[Mg]Br (4-methylphenyl magnesium bromide), hydrochloric acid ice, [Cl-].[Li+] (Lithium chloride), cupric chloride, BrCCCCCCCCBr (1,8-Dibromooctane). Solvent: C1CCOC1 (THF), C1CCOC1 (THF). Conditions: time 30 minute. Yields the product CC1=CC=C(C=C1)CCCCCCCCBr (8-(4-methylphenyl)octylbromide). As a reaction SMILES: [Cl-].[Li+].Br[CH2:4][CH2:5][CH2:6][CH2:7][CH2:8][CH2:9][CH2:10][CH2:11][Br:12].[CH3:13][C:14]1[CH:19]=[CH:18][C:17]([Mg]Br)=[CH:16][CH:15]=1>C1COCC1>[CH3:13][C:14]1[CH:19]=[CH:18][C:17]([CH2:4][CH2:5][CH2:6][CH2:7][CH2:8][CH2:9][CH2:10][CH2:11][Br:12])=[CH:16][CH:15]=1 |f:0.1|. Reported procedure: Lithium chloride (0.15 g, 3.5 mmol) and cupric chloride (0.3 g, 2.2 mmol) were added to THF (100 ml) and stirred for 1 hour 30 minutes. 1,8-Dibromooctane (37 g, 137 mmol) was then added. While keeping the temperature between 0° C. and 5° C., 4-methylphenyl magnesium bromide in THF (prepared from magnesium (2.3 g, 95 mmol) and 4-methylphenyl bromide (15.4 g, 90 mmol) in THF (150 ml)) was added over 1 hour, allowing the temperature to reach room temperature overnight. The reaction mixture was pour... The reactants are BrC1=C(C=C(C=C1)Br)[N+](=O)[O-] (2,5-Dibromo-1-nitrobenzene), FC1=C(C=CC=C1)I (o-fluoroiodobenzene). Product: NC1=C(C=CC(=C1)Br)C1=C(C=CC=C1)F (2-amino-4-bromo-2'-fluorobiphenyl). RXN SMILES: Br[C:2]1[CH:7]=[CH:6][C:5]([Br:8])=[CH:4][C:3]=1[N+:9]([O-])=O.[F:12][C:13]1[CH:18]=[CH:17][CH:16]=[CH:15][C:14]=1I>>[NH2:9][C:3]1[CH:4]=[C:5]([Br:8])[CH:6]=[CH:7][C:2]=1[C:14]1[CH:15]=[CH:16][CH:17]=[CH:18][C:13]=1[F:12]. Procedure: 2,5-Dibromo-1-nitrobenzene and o-fluoroiodobenzene were reacted under Ullmann conditions to give 4-bromo2'-fluoro-2-nitrobiphenyl, b.p. 125°-140°C./0.2mm (m.p. 71°-73°C. after recrystallisation from industrial methylated spirits). This was reduced to give 2-amino-4-bromo-2'-fluorobiphenyl, m.p. 52°-54°C., which was deaminated to give the product, b.p. 105°-115°C./0.5mm (m.p. 40°-42°C. after recrystallisation from petroleum, b.p. 40°-60°C.). Starting materials: CNC, COc1cc2c(Nc3ccc(C)c(O)c3)c(C#N)cnc2cc1OCCCl, [I-], [Na+], C1CCOC1. Product: COc1cc2c(Nc3ccc(C)c(O)c3)c(C#N)cnc2cc1OCCN(C)C. Reaction SMILES: [CH3:30][NH:31][CH3:32].[Cl:1][CH2:2][CH2:3][O:4][c:5]1[c:6]([O:26][CH3:27])[cH:7][c:8]2[c:9]([NH:17][c:18]3[cH:19][c:20]([OH:25])[c:21]([CH3:24])[cH:22][cH:23]3)[c:10]([C:15]#[N:16])[cH:11][n:12][c:13]2[cH:14]1.[I-:29].[Na+:28].[O:33]1[CH2:34][CH2:35][CH2:36][CH2:37]1>>[CH2:2]([CH2:3][O:4][c:5]1[c:6]([O:26][CH3:27])[cH:7][c:8]2[c:9]([NH:17][c:18]3[cH:19][c:20]([OH:25])[c:21]([CH3:24])[cH:22][cH:23]3)[c:10]([C:15]#[N:16])[cH:11][n:12][c:13]2[cH:14]1)[N:31]([CH3:30])[CH3:32]. Reactants: C12=CC=CC=C2C(C1)C(=O)O (bicyclo[4.2.0]octa-1,3,5-triene-7-carboxylic acid), CN[C@@H]1CCC=2N(C3=CC=CC=C3C2CC(=O)OCCC)C1 (propyl [(7R)-7-(methylamino)-6,7,8,9-tetrahydropyrido[1,2-a]indol-10-yl]acetate). Yields the product C12=CC=CC=C2C(C1)C(=O)N([C@@H]1CCC=2N(C3=CC=CC=C3C2CC(=O)O)C1)C ({(7R)-7-[(bicyclo[4.2.0]octa-1,3,5-trien-7-ylcarbonyl)(methyl)amino]-6,7,8,9-tetrahydropyrido[1,2-a]indol-10-yl}acetic acid). Reaction SMILES: [C:1]12[CH2:8][CH:7]([C:9]([OH:11])=O)[C:6]1=[CH:5][CH:4]=[CH:3][CH:2]=2.[CH3:12][NH:13][C@H:14]1[CH2:33][N:18]2[C:19]3[C:24]([C:25]([CH2:26][C:27]([O:29]CCC)=[O:28])=[C:17]2[CH2:16][CH2:15]1)=[CH:23][CH:22]=[CH:21][CH:20]=3>>[C:1]12[CH2:8][CH:7]([C:9]([N:13]([CH3:12])[C@H:14]3[CH2:33][N:18]4[C:19]5[C:24]([C:25]([CH2:26][C:27]([OH:29])=[O:28])=[C:17]4[CH2:16][CH2:15]3)=[CH:23][CH:22]=[CH:21][CH:20]=5)=[O:11])[C:6]1=[CH:5][CH:4]=[CH:3][CH:2]=2. Procedure details: The title compound was prepared using analogous procedures described in Example 1 (Method A) from bicyclo[4.2.0]octa-1,3,5-triene-7-carboxylic acid and propyl [(7R)-7-(methylamino)-6,7,8,9-tetrahydropyrido[1,2-a]indol-10-yl]acetate. MS (+ESI) m/z: 389.